Dataset: the Open Reaction Database (ORD), a public repository of structured organic reaction records. Task: describe an organic reaction: reactants, conditions, products, and yield Reactants: FC(F)(F)SC=CCBr, CCOC(C)=O, CN1CCCC1=O, CCCCC, [H-], [Na+], CN(C)C=O, Cc1cc(O)nc(Oc2cc(C(F)(F)F)nn2C)c1. Yields the product Cc1cc(OCC=CSC(F)(F)F)nc(Oc2cc(C(F)(F)F)nn2C)c1. As a reaction SMILES: [Br:1][CH2:2][CH:3]=[CH:4][S:5][C:6]([F:7])([F:8])[F:9].[C:38]([O:39][CH2:40][CH3:41])(=[O:42])[CH3:43].[CH3:31][N:32]1[CH2:33][CH2:34][CH2:35][C:36]1=[O:37].[CH3:44][CH2:45][CH2:46][CH2:47][CH3:48].[H-:29].[Na+:30].[O:49]=[CH:50][N:51]([CH3:52])[CH3:53].[OH:10][c:11]1[cH:12][c:13]([CH3:28])[cH:14][c:15]([O:17][c:18]2[cH:19][c:20]([C:24]([F:25])([F:26])[F:27])[n:21][n:22]2[CH3:23])[n:16]1>>[CH2:2]([CH:3]=[CH:4][S:5][C:6]([F:7])([F:8])[F:9])[O:10][c:11]1[cH:12][c:13]([CH3:28])[cH:14][c:15]([O:17][c:18]2[cH:19][c:20]([C:24]([F:25])([F:26])[F:27])[n:21][n:22]2[CH3:23])[n:16]1. Starting materials: [Br-], [Cl-], [NH4+], CON(C)C(=O)CCc1nnc(-c2ccc3c(c2)CCO3)o1, C1CCOC1, C1CCOC1, O, [Mg+]c1cccs1. Product: O=C(CCc1nnc(-c2ccc3c(c2)CCO3)o1)c1cccs1. As a reaction SMILES: [Br-:28].[Cl-:35].[NH4+:36].[O:1]1[CH2:2][CH2:3][c:4]2[c:5]1[cH:6][cH:7][c:8](-[c:10]1[n:11][n:12][c:13]([CH2:15][CH2:16][C:17](=[O:18])[N:19]([O:20][CH3:21])[CH3:22])[o:14]1)[cH:9]2.[O:23]1[CH2:24][CH2:25][CH2:26][CH2:27]1.[O:38]1[CH2:39][CH2:40][CH2:41][CH2:42]1.[OH2:37].[s:29]1[c:30]([Mg+:34])[cH:31][cH:32][cH:33]1>>[O:1]1[CH2:2][CH2:3][c:4]2[c:5]1[cH:6][cH:7][c:8](-[c:10]1[n:11][n:12][c:13]([CH2:15][CH2:16][C:17](=[O:18])[c:30]3[s:29][cH:33][cH:32][cH:31]3)[o:14]1)[cH:9]2. The reactants are IC1=CC=C(C=C1)O (p-iodophenol), C1=CC=CC=C1 (benzene), B(OCC)(OCC)OCC (triethyl borate), C1=CC=CC=C1 (benzene), [B]1OC(C(O1)(C)C)(C)C (pinacolborane). Run in C(C)O (ethanol). Reaction conditions: temperature 80 celsius. Product: CC1(OB(OC1(C)C)C1=CC=C(C=C1)O)C (4-(4,4,5,5-tetramethyl-1,3,2-dioxaborolan-2-yl)phenol). RXN SMILES: I[C:2]1[CH:7]=[CH:6][C:5]([OH:8])=[CH:4][CH:3]=1.C1C=CC=CC=1.[B:15](OCC)(OCC)OCC.[B]1[O:29][C:28]([CH3:31])([CH3:30])[C:27]([CH3:33])([CH3:32])[O:26]1>C(O)C>[CH3:32][C:27]1([CH3:33])[C:28]([CH3:31])([CH3:30])[O:29][B:15]([C:2]2[CH:7]=[CH:6][C:5]([OH:8])=[CH:4][CH:3]=2)[O:26]1 |^1:24|. Reported procedure: 440 mg (2 mmol) of p-iodophenol were placed in a Schlenk flask with 100 ml of dry benzene and 0.17 ml of triethyl borate (1 mmol). The solution was heated for 1.5 h under an inert atmosphere (argon) at 80° C. and then the benzene and ethanol formed were distilled off the product after raising the oil bath temperature to 100° C. To the liquid in the Schlenk was then added 10 ml of activated catalyst (PdCl2[dppf].CH2Cl2) solution, prepared as described in Example 26, followed by 0.35 ml (2.4 mmol)... The reactants are COC(COC1=C(C=CC=C1)C1SC(=NN1C(C1=C(C=C(C=C1F)F)F)=O)C1=CC=C(C=C1)F)=O ({2-[5-(4-fluoro-phenyl)-3-(2,4,6-trifluoro-benzoyl)-2,3-dihydro-[1,3,4]thiadiazol-2-yl]-phenoxy}-acetic acid methyl ester), C1CCOC1 (THF), CO (MeOH), [Li+].[OH-] (LiOH). Solvent: C(C)(=O)OCC (ethyl acetate), O (water), mixture. Conditions: time 12 hour. The product is FC1=CC=C(C=C1)C1=NN(C(S1)C1=C(OCC(=O)O)C=CC=C1)C(C1=C(C=C(C=C1F)F)F)=O ({2-[5-(4-Fluoro-phenyl)-3-(2,4,6-trifluoro-benzoyl)-2,3-dihydro-[1,3,4]thiadiazol-2-yl]-phenoxy}-acetic acid). RXN SMILES: C[O:2][C:3](=[O:35])[CH2:4][O:5][C:6]1[CH:11]=[CH:10][CH:9]=[CH:8][C:7]=1[CH:12]1[N:16]([C:17](=[O:27])[C:18]2[C:23]([F:24])=[CH:22][C:21]([F:25])=[CH:20][C:19]=2[F:26])[N:15]=[C:14]([C:28]2[CH:33]=[CH:32][C:31]([F:34])=[CH:30][CH:29]=2)[S:13]1.C1COCC1.CO.[Li+].[OH-]>C(OCC)(=O)C.O>[F:34][C:31]1[CH:32]=[CH:33][C:28]([C:14]2[S:13][CH:12]([C:7]3[CH:8]=[CH:9][CH:10]=[CH:11][C:6]=3[O:5][CH2:4][C:3]([OH:35])=[O:2])[N:16]([C:17](=[O:27])[C:18]3[C:23]([F:24])=[CH:22][C:21]([F:25])=[CH:20][C:19]=3[F:26])[N:15]=2)=[CH:29][CH:30]=1 |f:3.4|. Reported procedure: To a solution of {2-[5-(4-fluoro-phenyl)-3-(2,4,6-trifluoro-benzoyl)-2,3-dihydro-[1,3,4]thiadiazol-2-yl]-phenoxy}-acetic acid methyl ester (2.93 mmol) in 30 mL of a mixture of THF and MeOH (3:2), is added LiOH (1 M) (30 mL). After stirring for 12 hours the reaction is complete as determined by LC/MS. The reaction is diluted with ethyl acetate and water, washed with brine and dried over MgSO4 and the solvent is removed from the reaction mixture to yield {2-[5-(4-Fluoro-phenyl)-3-(2,4,6-trifluoro-... Starting materials: amide, C(C1=CC=CC=C1)(=O)O (benzoic acid), N (ammonia), amide, mineral spirits, [OH-].[OH-].C(CCC)[Sn+2]Cl (butylchlorotin dihydroxide), 12. Reaction conditions: temperature 165 celsius. Product: C(C1=CC=CC=C1)(=O)N (Benzamide). As a reaction SMILES: [C:1]([OH:9])(=O)[C:2]1[CH:7]=[CH:6][CH:5]=[CH:4][CH:3]=1.[OH-].[OH-].C([Sn+2]Cl)CCC.[NH3:18]>>[C:1]([NH2:18])(=[O:9])[C:2]1[CH:7]=[CH:6][CH:5]=[CH:4][CH:3]=1 |f:1.2.3|. Reported procedure: To demonstrate the ability to conduct the amidation in an inert reaction medium 400 gms. benzoic acid was dissolved in 400 mls. mineral spirits with 2 gms. butylchlorotin dihydroxide. The solution was then heated with agitation to 165° C. while introducing ammonia below the surface ofthe liquid through a dispersion tube at a rate of 0.5 SCFH. As the reactionprogressed the amide product came out of solution. An acid value of 12 was achieved after only 7 hours reaction. At the completion of the re... The reactants are C=CC1CCC=CC1.CC=1C=C2C(C=CC(C2=CC1C)=O)=O (butadiene dimer 6,7-dimethylnaphthoquinone), C1=CC=CC=C1 (benzene). Reagents/catalysts: [Pd] (Pd/C). Run in CO (methanol). Reaction conditions: time 8 hour. The product is C(CCC)C1CCCC=2C(C3=CC(=C(C=C3C(C12)=O)C)C)=O (1-n-butyl-6,7-dimethyl-1,2,3,4-tetrahydroanthraquinone). Yield: 36.0%. As a reaction SMILES: [CH2:1]=[CH:2][CH:3]1[CH2:8][CH:7]=[CH:6][CH2:5][CH2:4]1.[CH3:9][C:10]1[CH:11]=[C:12]2[C:17](=[CH:18][C:19]=1[CH3:20])[C:16](=[O:21])[CH:15]=[CH:14][C:13]2=[O:22].C1C=CC=CC=1>[Pd].CO>[CH2:4]([CH:5]1[C:14]2[C:13](=[O:22])[C:12]3[C:17](=[CH:18][C:19]([CH3:20])=[C:10]([CH3:9])[CH:11]=3)[C:16](=[O:21])[C:15]=2[CH2:8][CH2:7][CH2:6]1)[CH2:3][CH2:2][CH3:1] |f:0.1|. Procedure details: A 3.0 g. sample of the butadiene dimer-6,7-dimethylnaphthoquinone adduct was dissolved in 100 ml. benzene. After the addition of 0.30 g. 10% Pd/C catalyst, the mixture was hydrogenated at 35 psi for four hours. After removal of catalyst by filtration, five drops DBN were added and the mixture was stirred overnight while exposed to air. The benzene was then blown off with air and the residue chromatographed on acidic alumina with a 9:1 benzene-ethyl acetate solution. The crude product (1.1 g.; 36...